This data is from the Open Reaction Database (ORD), a public repository of structured organic reaction records. The task is: describe an organic reaction: reactants, conditions, products, and yield Reactants: ClC1=NC=2N(C(=C1)N1CCOCC1)N=C(C2)C2=CC=C(C=C2)NCCOC (5-chloro-2-{4-(2-methoxy-ethyl-amino)-phenyl}-7-morpholin-4-yl-pyrazolo[1,5-a]pyrimidine), C([O-])([O-])=O.[K+].[K+] (potassium carbonate), O.NN (hydrazine monohydrate), C(C)O (ethanol). Conditions: temperature 150 celsius, time 30 minute. Product: COCCNC1=CC=C(C=C1)C1=NN2C(N=C(C=C2N2CCOCC2)NN=CC2=CC(=CC=C2)C)=C1 (N-[2-{4-(2-Methoxy-ethyl-amino)-phenyl}-7-morpholin-4-yl-pyrazolo[1,5-a]pyrimidin-5-yl]-N′-(3-methyl-benzylidene)-hydrazine). RXN SMILES: Cl[C:2]1[CH:7]=[C:6]([N:8]2[CH2:13][CH2:12][O:11][CH2:10][CH2:9]2)[N:5]2[N:14]=[C:15]([C:17]3[CH:22]=[CH:21][C:20]([NH:23][CH2:24][CH2:25][O:26][CH3:27])=[CH:19][CH:18]=3)[CH:16]=[C:4]2[N:3]=1.C(=O)([O-])[O-].[K+].[K+].O.[NH2:35][NH2:36].[CH2:37](O)[CH3:38]>>[CH3:27][O:26][CH2:25][CH2:24][NH:23][C:20]1[CH:21]=[CH:22][C:17]([C:15]2[CH:16]=[C:4]3[N:3]=[C:2]([NH:35][N:36]=[CH:22][C:17]4[CH:15]=[CH:16][CH:4]=[C:37]([CH3:38])[CH:18]=4)[CH:7]=[C:6]([N:8]4[CH2:13][CH2:12][O:11][CH2:10][CH2:9]4)[N:5]3[N:14]=2)=[CH:18][CH:19]=1 |f:1.2.3,4.5|. Procedure: There was suspended, in ethanol (2 mL), 5-chloro-2-{4-(2-methoxy-ethyl-amino)-phenyl}-7-morpholin-4-yl-pyrazolo[1,5-a]pyrimidine (32.6 mg, 0.0841 mM) and then potassium carbonate (12.8 mg, 0.0925 mM) and hydrazine monohydrate (40.8 μL, 0.841 mM) were added to the suspension. This suspension was stirred at 150° C. for 30 minutes under the irradiation with microwaves. This reaction liquid was diluted with a saturated aqueous common salt solution and then extracted with ethyl acetate. The extracts ...